From a dataset of the Open Reaction Database (ORD), a public repository of structured organic reaction records. describe an organic reaction: reactants, conditions, products, and yield Starting materials: N[C@H]1CSC2=C(N(C1=O)CC(=O)OC(C)(C)C)C=CC=C2 (tert-butyl 3(R)-amino-4-oxo-2,3,4,5-tetrahydro-1,5-benzothiazepine-5-acetate), C(C1=CC=CC=C1)OC(=O)N1CCC(CC1)CCCCC(C(=O)OCC)OS(=O)(=O)C (ethyl 6-(1-benzyloxycarbonyl-4-piperidyl)-2-methanesulfonyloxyhexanoate). Solvent: C(C)(=O)OCC (ethyl acetate). Run at temperature 90 celsius. Product: C(C1=CC=CC=C1)OC(=O)N1CCC(CC1)CCCC[C@H](C(=O)OCC)N[C@H]1CSC2=C(N(C1=O)CC(=O)OC(C)(C)C)C=CC=C2 (tert-butyl 3(R)-[5-(1-benzyloxycarbonyl-4-piperidyl)-1(R)-ethoxycarbonylpentyl]amino-4-oxo-2,3,4,5-tetrahydro-1,5-benzothiazepine-5-acetate). Isolated yield 31.8%. Reaction SMILES: [NH2:1][C@@H:2]1[C:8](=[O:9])[N:7]([CH2:10][C:11]([O:13][C:14]([CH3:17])([CH3:16])[CH3:15])=[O:12])[C:6]2[CH:18]=[CH:19][CH:20]=[CH:21][C:5]=2[S:4][CH2:3]1.[CH2:22]([O:29][C:30]([N:32]1[CH2:37][CH2:36][CH:35]([CH2:38][CH2:39][CH2:40][CH2:41][CH:42](OS(C)(=O)=O)[C:43]([O:45][CH2:46][CH3:47])=[O:44])[CH2:34][CH2:33]1)=[O:31])[C:23]1[CH:28]=[CH:27][CH:26]=[CH:25][CH:24]=1>C(OCC)(=O)C>[CH2:22]([O:29][C:30]([N:32]1[CH2:33][CH2:34][CH:35]([CH2:38][CH2:39][CH2:40][CH2:41][C@@H:42]([NH:1][C@@H:2]2[C:8](=[O:9])[N:7]([CH2:10][C:11]([O:13][C:14]([CH3:16])([CH3:17])[CH3:15])=[O:12])[C:6]3[CH:18]=[CH:19][CH:20]=[CH:21][C:5]=3[S:4][CH2:3]2)[C:43]([O:45][CH2:46][CH3:47])=[O:44])[CH2:36][CH2:37]1)=[O:31])[C:23]1[CH:24]=[CH:25][CH:26]=[CH:27][CH:28]=1. Procedure: A mixture of tert-butyl 3(R)-amino-4-oxo-2,3,4,5-tetrahydro-1,5-benzothiazepine-5-acetate (2.05 g) and ethyl 6-(1-benzyloxycarbonyl-4-piperidyl)-2-methanesulfonyloxyhexanoate (1.5 g) is heated at 90° C. for 1 day. After cooling, ethyl acetate (300 ml) is added to the mixture, and the resulting solution is washed with 5% phosphoric acid solution (30 ml×2) and water (20 ml) successively. The organic layer is dried over anhydrous magnesium sulfate and evaporated in vacuo to yield an oily residue, w... Reactants: CC1=NOC(=C1C1=C(C=C(C(=O)OC)C=C1)C)C (methyl 4-(3,5-dimethylisoxazol-4-yl)-3-methylbenzoate), [OH-].[Na+] (sodium hydroxide). The solvent is O (water), CCO (EtOH). Run at temperature 60 celsius, time 1 hour. Yields the product CC1=NOC(=C1C1=C(C=C(C(=O)O)C=C1)C)C (4-(3,5-dimethylisoxazol-4-yl)-3-methylbenzoic acid). As a reaction SMILES: [CH3:1][C:2]1[C:6]([C:7]2[CH:16]=[CH:15][C:10]([C:11]([O:13]C)=[O:12])=[CH:9][C:8]=2[CH3:17])=[C:5]([CH3:18])[O:4][N:3]=1.[OH-].[Na+]>CCO.O>[CH3:1][C:2]1[C:6]([C:7]2[CH:16]=[CH:15][C:10]([C:11]([OH:13])=[O:12])=[CH:9][C:8]=2[CH3:17])=[C:5]([CH3:18])[O:4][N:3]=1 |f:1.2|. Procedure: Methyl 4-bromo-3-methylbenzoate (Intermediate 17, step 1) (4 g; 17.46 mmol; 1 eq.), 3,5-dimethyl-4-(4,4,5,5-tetramethyl-1,3,2-dioxaborolane-2-yl)isoxazole (4.28 g; 19.21 mmol; 1.10 eq.), potassium carbonate (12.07 g; 87.31 mmol; 5 eq.), tetrakis(triphenylphosphine)palladium(0) (2.02 g; 1.75 mmol; 0.10 eq.) were taken in Toluene (20 mL) and water (20 mL) under N2 atmosphere. The reaction mixture was degassed with N2 and then refluxed for 4 hours. The reaction mixture was cooled to RT, filtered ov... Starting materials: C=C1CC(=O)O1 (diketene), C=C1CC(=O)O1 (diketene), 14.7, COC([C@@H](NC([C@@H](N)CC(O)=O)=O)CC1=CC=CC=C1)=O (α-L-aspartyl-L-phenylalanine methyl ester). Run in O1CCCC1 (tetrahydrofuran). Run at time 20 hour. Product: COC([C@@H](NC([C@@H](NC(CC(=O)C)=O)CC(O)=O)=O)CC1=CC=CC=C1)=O (N-acetoacetyl-α-L-aspartyl-L-phenylalanine methyl ester). As a reaction SMILES: [CH2:1]=[C:2]1[O:6][C:4](=[O:5])[CH2:3]1.[CH3:7][O:8][C:9](=[O:27])[C@H:10]([CH2:20][C:21]1[CH:26]=[CH:25][CH:24]=[CH:23][CH:22]=1)[NH:11][C:12](=[O:19])[C@H:13]([CH2:15][C:16](=[O:18])[OH:17])[NH2:14]>O1CCCC1>[CH3:7][O:8][C:9](=[O:27])[C@H:10]([CH2:20][C:21]1[CH:22]=[CH:23][CH:24]=[CH:25][CH:26]=1)[NH:11][C:12](=[O:19])[C@H:13]([CH2:15][C:16](=[O:17])[OH:18])[NH:14][C:4](=[O:5])[CH2:3][C:2]([CH3:1])=[O:6]. Procedure details: 4.5 parts of diketene were added dropwise to a stirred suspension of 14.7 parts α-L-aspartyl-L-phenylalanine methyl ester in 400 parts by volume of tetrahydrofuran and stirred for 20 hours at ambient temperatures. An additional 4.2 parts of diketene was added. After 18 hours, the solvent was removed under vacuum and the residue was purified by chromotography on silica gel to give N-acetoacetyl-α-L-aspartyl-L-phenylalanine methyl ester, mp. 118.5°-121° C. which eluted in a 10:90:0.1 ethanol:methy... The reactants are ClC1=CC=C(C(C(=O)OC)=C1)O (methyl 5-chlorosalicylate), [OH-].[Na+] (sodium hydroxide), [OH-].[Na+] (sodium hydroxide), S(=O)(=O)(OC)OC (dimethyl sulphate), S(=O)(=O)(OC)OC (dimethyl sulphate). Run in CC(=O)C (acetone). Reaction conditions: time 10 minute. Product: ClC=1C=CC(=C(C(=O)O)C1)OC (5-Chloro-methoxybenzoic acid). RXN SMILES: [Cl:1][C:2]1[CH:11]=[C:6]([C:7]([O:9]C)=[O:8])[C:5]([OH:12])=[CH:4][CH:3]=1.[OH-].[Na+].S(OC)(O[CH3:19])(=O)=O>CC(C)=O>[Cl:1][C:2]1[CH:3]=[CH:4][C:5]([O:12][CH3:19])=[C:6]([CH:11]=1)[C:7]([OH:9])=[O:8] |f:1.2|. Procedure: To a solution of methyl 5-chlorosalicylate (20 g.) in acetone 110 ml.) was added 2 N sodium hydroxide (66 ml.) and dimethyl sulphate (13.86 g.). The mixture was stirred for 10 minutes, sodium hydroxide 33 ml., 2N) and dimethyl sulphate (6.93 g.) added, and the mixture was heated under reflux for 45 minutes. The product was then cooled, the acetone evaporated off, and the residue was taken up in ether. The ether was extracted with dilute sodium hydroxide, evaporated off, and the residue heated un...